Task: describe an organic reaction: reactants, conditions, products, and yield. Dataset: the Open Reaction Database (ORD), a public repository of structured organic reaction records Reactants: FC(F)(F)[Si](C)(C)C ((trifluoromethyl)-trimethylsilane), [Si](C)(C)(C(C)(C)C)O[C@@H]1[C@]2(C)[C@@H](CC1)[C@@]1(CCC=3C=C(C=CC3[C@H]1[C@H](C2)CCCCC=O)OC)C=C (5-[17β-(tert-Butyldimethylsilyloxy)-3-methoxy-8-vinylestra-1,3,5(10)-trien-11β-yl]valeraldehyde). Yields the product C(C)(C)(C)[C@@H]1[C@]2(CO[SiH](C)C)[C@@H](CC1)[C@@]1(CCC=3C=C(C=CC3[C@H]1[C@H](C2)CCCCC(C(F)(F)F)O)OC)C=C (17β-tert.-Butyldimethylsilyloxy-3-methoxy-11β-[(R/S)-6,6,6-trifluoro-5-hydroxyhexyl]-8-vinyl-estra-1,3,5(10)-triene). RXN SMILES: [F:1][C:2]([Si](C)(C)C)([F:4])[F:3].[Si:9]([O:16][C@H:17]1[CH2:22][CH2:21][C@H:20]2[C@@:23]3([CH:43]=[CH2:44])[C@H:32]([C@@H:33]([CH2:35][CH2:36][CH2:37][CH2:38][CH:39]=[O:40])[CH2:34][C@:18]12[CH3:19])[C:31]1[CH:30]=[CH:29][C:28]([O:41][CH3:42])=[CH:27][C:26]=1[CH2:25][CH2:24]3)(C(C)(C)C)([CH3:11])[CH3:10]>>[C:18]([C@H:19]1[CH2:22][CH2:21][C@H:20]2[C@@:23]3([CH:43]=[CH2:44])[C@H:32]([C@@H:33]([CH2:35][CH2:36][CH2:37][CH2:38][CH:39]([OH:40])[C:2]([F:1])([F:3])[F:4])[CH2:34][C@:18]12[CH2:17][O:16][SiH:9]([CH3:10])[CH3:11])[C:31]1[CH:30]=[CH:29][C:28]([O:41][CH3:42])=[CH:27][C:26]=1[CH2:25][CH2:24]3)([CH3:20])([CH3:19])[CH3:17]. Procedure: In the reaction with (trifluoromethyl)-trimethylsilane analogously to instructions 1.1, 900 mg of aldehyde 9a yields 804 mg of alcohol 14a as a colorless foam (GC-MS: m/z theor.: 580, pract.: 580) and a mixture of its diastereomers. Starting materials: COc1nc(OC)nc([N+]2(C)CCOCC2)n1, CC(C)Nc1nc(C(F)(F)F)ccc1C=CC(=O)O, [Cl-], Cl, C=CS(=O)(=O)Nc1ccc(CN)cc1, O. The product is C=CS(=O)(=O)Nc1ccc(CNC(=O)C=Cc2ccc(C(F)(F)F)nc2NC(C)C)cc1. Reaction SMILES: [CH3:18][O:19][c:20]1[n:21][c:22]([O:23][CH3:24])[n:25][c:26]([N+:27]2([CH3:28])[CH2:29][CH2:30][O:31][CH2:32][CH2:33]2)[n:34]1.[CH:35]([CH3:36])([CH3:37])[NH:38][c:39]1[n:40][c:41]([C:50]([F:51])([F:52])[F:53])[cH:42][cH:43][c:44]1[CH:45]=[CH:46][C:47](=[O:48])[OH:49].[Cl-:17].[ClH:15].[NH2:1][CH2:2][c:3]1[cH:4][cH:5][c:6]([NH:9][S:10](=[O:11])(=[O:12])[CH:13]=[CH2:14])[cH:7][cH:8]1.[OH2:16]>>[NH:1]([CH2:2][c:3]1[cH:4][cH:5][c:6]([NH:9][S:10](=[O:11])(=[O:12])[CH:13]=[CH2:14])[cH:7][cH:8]1)[C:47]([CH:46]=[CH:45][c:44]1[c:39]([NH:38][CH:35]([CH3:36])[CH3:37])[n:40][c:41]([C:50]([F:51])([F:52])[F:53])[cH:42][cH:43]1)=[O:48]. The product is CNCCCOc1ccc(OCc2ccccc2)cc1. Reactants: BrCCCOc1ccc(OCc2ccccc2)cc1, CN, CCO. Reaction SMILES: [CH2:3]([c:4]1[cH:5][cH:6][cH:7][cH:8][cH:9]1)[O:10][c:11]1[cH:12][cH:13][c:14]([O:17][CH2:18][CH2:19][CH2:20][Br:21])[cH:15][cH:16]1.[CH3:1][NH2:2].[CH3:22][CH2:23][OH:24]>>[CH3:1][NH:2][CH2:20][CH2:19][CH2:18][O:17][c:14]1[cH:13][cH:12][c:11]([O:10][CH2:3][c:4]2[cH:5][cH:6][cH:7][cH:8][cH:9]2)[cH:16][cH:15]1. Reactants: OC1=C(C(N(C2=NC=C(C=C12)I)C)=O)C(=O)NCC(=O)OC(C)(C)C (tert-butyl 2-(4-hydroxy-6-iodo-1-methyl-2-oxo-1,2-dihydro-1,8-naphthyridine-3-carboxamido)acetate), Example 26 ( g ), FC1=NC=CC(=C1)B(O)O (2-fluoro-4-pyridinylboronic acid). Product: FC1=NC=CC(=C1)C=1C=C2C(=C(C(N(C2=NC1)C)=O)C(=O)NCC(=O)O)O (2-(6-(2-Fluoropyridin-4-yl)-4-hydroxy-1-methyl-2-oxo-1,2-dihydro-1,8-naphthyridine-3-carboxamido)acetic acid). As a reaction SMILES: [OH:1][C:2]1[C:11]2[C:6](=[N:7][CH:8]=[C:9](I)[CH:10]=2)[N:5]([CH3:13])[C:4](=[O:14])[C:3]=1[C:15]([NH:17][CH2:18][C:19]([O:21]C(C)(C)C)=[O:20])=[O:16].[F:26][C:27]1[CH:32]=[C:31](B(O)O)[CH:30]=[CH:29][N:28]=1>>[F:26][C:27]1[CH:32]=[C:31]([C:9]2[CH:10]=[C:11]3[C:6](=[N:7][CH:8]=2)[N:5]([CH3:13])[C:4](=[O:14])[C:3]([C:15]([NH:17][CH2:18][C:19]([OH:21])=[O:20])=[O:16])=[C:2]3[OH:1])[CH:30]=[CH:29][N:28]=1. Reported procedure: The title compound was prepared similarly to the procedures described for Example 64 (a, b) from tert-butyl 2-(4-hydroxy-6-iodo-1-methyl-2-oxo-1,2-dihydro-1,8-naphthyridine-3-carboxamido)acetate (Example 26 (g)) and 2-fluoro-4-pyridinylboronic acid. MS (ESI, pos. ion) m/z: 373 (M+1). 1H NMR (300 MHz, DMSO-d6) δ ppm: 12.99 (s, 1 H), 10.34-10.48 (m, 1 H), 9.31 (s, 1 H), 8.80 (s, 1 H), 8.30-8.41 (m, 1 H), 7.84-7.96 (m, 1 H), 7.78 (s, 1 H), 4.04-4.25 (m, 2 H), 3.72 (s, 3 H).